This data is from the Open Reaction Database (ORD), a public repository of structured organic reaction records. The task is: describe an organic reaction: reactants, conditions, products, and yield The reactants are BrC1=CC2=C(C=3N(CCO2)C=C(N3)C3=NC=NN3C(C)C)C=C1 (9-bromo-2-(1-isopropyl-1H-1,2,4-triazol-5-yl)-5,6-dihydrobenzo[f]imidazo[1,2-d][1,4]oxazepine), NC(=O)C1=C(C=CC=C1)B(O)O ((2-aminocarbonylphenyl)boronic acid). Product: C(C)(C)N1N=CN=C1C=1N=C2N(CCOC3=C2C=CC(=C3)C3=C(C(=O)N)C=CC=C3)C1 (2-(2-(1-isopropyl-1H-1,2,4-triazol-5-yl)-5,6-dihydrobenzo[f]imidazo[1,2-d][1,4]oxazepin-9-yl)benzamide). As a reaction SMILES: Br[C:2]1[CH:23]=[CH:22][C:5]2[C:6]3[N:7]([CH:11]=[C:12]([C:14]4[N:18]([CH:19]([CH3:21])[CH3:20])[N:17]=[CH:16][N:15]=4)[N:13]=3)[CH2:8][CH2:9][O:10][C:4]=2[CH:3]=1.[NH2:24][C:25]([C:27]1[CH:32]=[CH:31][CH:30]=[CH:29][C:28]=1B(O)O)=[O:26]>>[CH:19]([N:18]1[C:14]([C:12]2[N:13]=[C:6]3[C:5]4[CH:22]=[CH:23][C:2]([C:28]5[CH:29]=[CH:30][CH:31]=[CH:32][C:27]=5[C:25]([NH2:24])=[O:26])=[CH:3][C:4]=4[O:10][CH2:9][CH2:8][N:7]3[CH:11]=2)=[N:15][CH:16]=[N:17]1)([CH3:21])[CH3:20]. Procedure details: Following the procedures of Example 475, 8-Bromo-2-(2-isopropyl-2H-[1,2,4]triazol-3-yl)-4,5-dihydro-6-oxa-1,3a-diaza-benzo[e]azulene 194 was reacted with (2-aminocarbonylphenyl)boronic acid to give 476. MS (ESI+) 415.2. 1H NMR (400 MHz, DMSO) δ 8.42 (d, J=8.3 Hz, 1H), 7.95 (s, 1H), 7.91 (s, 1H), 7.70 (s, 1H), 7.54-7.39 (m, 4H), 7.34 (s, 1H), 7.22 (dd, J=8.3, 1.7 Hz, 1H), 7.12 (d, J=1.7 Hz, 1H), 5.93 (hept, J=6.2 Hz, 1H), 4.55 (q, J=5.7 Hz, 4H), 1.50 (d, J=6.6 Hz, 6H) Reactants: O=C([O-])[O-], CCOC(=O)CCBr, CCCCCC, CCOCC, N#Cc1ccc2[nH]cc(Cl)c2c1, [Cs+], [Cs+], CN(C)C=O. Product: CCOC(=O)CCn1cc(Cl)c2cc(C#N)ccc21. RXN SMILES: [C:21](=[O:22])([O-:23])[O-:24].[CH2:13]([CH3:14])[O:15][C:16]([CH2:17][CH2:18][Br:19])=[O:20].[CH3:32][CH2:33][CH2:34][CH2:35][CH2:36][CH3:37].[CH3:38][CH2:39][O:40][CH2:41][CH3:42].[Cl:1][c:2]1[cH:3][nH:4][c:5]2[cH:6][cH:7][c:8]([C:11]#[N:12])[cH:9][c:10]12.[Cs+:25].[Cs+:26].[O:27]=[CH:28][N:29]([CH3:30])[CH3:31]>>[Cl:1][c:2]1[cH:3][n:4]([CH2:18][CH2:17][C:16]([O:15][CH2:13][CH3:14])=[O:20])[c:5]2[cH:6][cH:7][c:8]([C:11]#[N:12])[cH:9][c:10]12. Reactants: CCOC(C)=O, [Cl-], [H-], O=[N+]([O-])c1cc(F)cc(F)c1, [NH4+], [Na+], CN(C)C=O, O, CN(CC(O)CN(C)C(=O)OC(C)(C)C)C(=O)OC(C)(C)C. The product is CN(CC(CN(C)C(=O)OC(C)(C)C)Oc1cc(F)cc([N+](=O)[O-])c1)C(=O)OC(C)(C)C. RXN SMILES: [CH3:42][CH2:43][O:44][C:45]([CH3:46])=[O:47].[Cl-:48].[H-:35].[N+:23](=[O:24])([O-:25])[c:26]1[cH:27][c:28]([F:33])[cH:29][c:30]([F:32])[cH:31]1.[NH4+:49].[Na+:34].[O:37]=[CH:38][N:39]([CH3:40])[CH3:41].[OH2:36].[OH:1][CH:2]([CH2:3][N:4]([C:5]([O:6][C:7]([CH3:8])([CH3:9])[CH3:10])=[O:11])[CH3:12])[CH2:13][N:14]([C:15]([O:16][C:17]([CH3:18])([CH3:19])[CH3:20])=[O:21])[CH3:22]>>[O:1]([CH:2]([CH2:3][N:4]([C:5]([O:6][C:7]([CH3:8])([CH3:9])[CH3:10])=[O:11])[CH3:12])[CH2:13][N:14]([C:15]([O:16][C:17]([CH3:18])([CH3:19])[CH3:20])=[O:21])[CH3:22])[c:28]1[cH:27][c:26]([N+:23](=[O:24])[O-:25])[cH:31][c:30]([F:32])[cH:29]1. Reaction conditions: time 4 hour. Reagents/catalysts: [Pd] (palladium on carbon). Run in C(C)O (ethanol), C(C)O (ethanol). RXN SMILES: [CH2:1]1[C:12]2[C:11]3[CH:10]=[CH:9][CH:8]=[C:7]([C:13]([NH:15][C@@H:16]([CH3:22])[C:17]([O:19][CH2:20][CH3:21])=[O:18])=[O:14])[C:6]=3[NH:5][C:4]=2[CH2:3][CH2:2]1.Cl>C(O)C.[Pd]>[CH2:1]1[CH:12]2[CH:4]([NH:5][C:6]3[C:7]([C:13]([NH:15][C@@H:16]([CH3:22])[C:17]([O:19][CH2:20][CH3:21])=[O:18])=[O:14])=[CH:8][CH:9]=[CH:10][C:11]=32)[CH2:3][CH2:2]1. The yield is 72.6%. Yields the product C1CCC2NC=3C(=CC=CC3C21)C(=O)N[C@H](C(=O)OCC)C (Ethyl (2S)-2-[(1,2,3,3a,4,8b-Hexahydrocyclopenta[b]Indol-5-ylcarbonyl)-Amino]Propanoate). Reported procedure: A solution of ethyl (2S)-2-[(1,2,3,4-tetrahydrocyclopenta[b]indol-5-ylcarbonyl)amino]propanoate (8.4 mmol, 2.5 g) in ethanol (40 mL) was added to a mixture of 5% palladium on carbon (2 g) in ethanol (20 mL). Concentrated hydrochloric acid (10 mL) was added and the resulting mixture was hydrogenated at 45 psi for 4 hours. The reaction mixture was filtered through Celite. The filter bed was washed well with ethanol and the combined filtrates were concentrated. The resulting oil was partitioned bet... Starting materials: C1CCC=2NC=3C(=CC=CC3C21)C(=O)N[C@H](C(=O)OCC)C (ethyl (2S)-2-[(1,2,3,4-tetrahydrocyclopenta[b]indol-5-ylcarbonyl)amino]propanoate), Cl (hydrochloric acid). Yields the product COc1ccc(NS(=O)(=O)c2ccc(-c3cccs3)cc2)cc1N1CC(C)NC(C)C1. Starting materials: COc1ccc(N)cc1N1CC(C)NC(C)C1, ClCCl, ClCCl, c1ccncc1, O=S(=O)(Cl)c1ccc(-c2cccs2)cc1. As a reaction SMILES: [CH3:1][CH:2]1[CH2:3][N:4]([c:9]2[cH:10][c:11]([NH2:12])[cH:13][cH:14][c:15]2[O:16][CH3:17])[CH2:5][CH:6]([CH3:8])[NH:7]1.[Cl:33][CH2:34][Cl:35].[Cl:42][CH2:43][Cl:44].[n:36]1[cH:37][cH:38][cH:39][cH:40][cH:41]1.[s:18]1[c:19](-[c:23]2[cH:24][cH:25][c:26]([S:29](=[O:30])(=[O:31])[Cl:32])[cH:27][cH:28]2)[cH:20][cH:21][cH:22]1>>[CH3:1][CH:2]1[CH2:3][N:4]([c:9]2[cH:10][c:11]([NH:12][S:29]([c:26]3[cH:25][cH:24][c:23](-[c:19]4[s:18][cH:22][cH:21][cH:20]4)[cH:28][cH:27]3)(=[O:30])=[O:31])[cH:13][cH:14][c:15]2[O:16][CH3:17])[CH2:5][CH:6]([CH3:8])[NH:7]1. The reactants are Brc1nccs1, O=C([O-])[O-], COCCOC, CC(C)Oc1ccc(B2OC(C)(C)C(C)(C)O2)cc1Cl, [Cs+], [Cs+]. The product is CC(C)Oc1ccc(-c2nccs2)cc1Cl. RXN SMILES: [Br:21][c:22]1[s:23][cH:24][cH:25][n:26]1.[C:27](=[O:28])([O-:29])[O-:30].[CH3:33][O:34][CH2:35][CH2:36][O:37][CH3:38].[Cl:1][c:2]1[cH:3][c:4]([B:12]2[O:13][C:14]([CH3:15])([CH3:16])[C:17]([CH3:18])([CH3:19])[O:20]2)[cH:5][cH:6][c:7]1[O:8][CH:9]([CH3:10])[CH3:11].[Cs+:31].[Cs+:32]>>[Cl:1][c:2]1[cH:3][c:4](-[c:22]2[s:23][cH:24][cH:25][n:26]2)[cH:5][cH:6][c:7]1[O:8][CH:9]([CH3:10])[CH3:11].